Dataset: the Open Reaction Database (ORD), a public repository of structured organic reaction records. Task: describe an organic reaction: reactants, conditions, products, and yield Starting materials: C[Si](O[C@H]1C(O[C@@H]([C@H]([C@@H]1O[Si](C)(C)C)O[Si](C)(C)C)CO[Si](C)(C)C)=O)(C)C ((3R,4S,5R,6R)-3,4,5-tris(trimethylsilyloxy)-6-((trimethylsilyloxy)methyl)tetrahydro-2H-pyran-2-one), BrC1=CC(=C(C=C1)Cl)CC1=CC=C(C=C1)OCCOCC(F)F (4-bromo-1-chloro-2-(4-(2-(2,2-difluoroethoxy)ethoxy)benzyl)benzene), C(CCC)[Li] (n-butyllithium). The solvent is C1(=CC=CC=C1)C (toluene), C1CCOC1.C1(=CC=CC=C1)C (THF toluene), CCCCCC (hexane). Conditions: temperature -60 celsius, time 30 minute. Product: ClC1=C(C=C(C=C1)C1(O[C@@H]([C@H]([C@@H]([C@H]1O)O)O)CO)OC)CC1=CC=C(C=C1)OCCOCC(F)F ((3R,4S,5S,6R)-2-(4-chloro-3-(4-(2-(2,2-difluoroethoxy)ethoxy)benzyl)phenyl)-6-(hydroxymethyl)-2-methoxytetrahydro-2H-pyran-3,4,5-triol). RXN SMILES: Br[C:2]1[CH:7]=[CH:6][C:5]([Cl:8])=[C:4]([CH2:9][C:10]2[CH:15]=[CH:14][C:13]([O:16][CH2:17][CH2:18][O:19][CH2:20][CH:21]([F:23])[F:22])=[CH:12][CH:11]=2)[CH:3]=1.[CH2:24]([Li])CCC.C[Si](C)(C)[O:31][C@@H:32]1[C@@H:37]([O:38][Si](C)(C)C)[C@H:36]([O:43][Si](C)(C)C)[C@@H:35]([CH2:48][O:49][Si](C)(C)C)[O:34][C:33]1=[O:54]>C1COCC1.C1(C)C=CC=CC=1.CCCCCC.C1(C)C=CC=CC=1>[Cl:8][C:5]1[CH:6]=[CH:7][C:2]([C:33]2([O:54][CH3:24])[C@H:32]([OH:31])[C@@H:37]([OH:38])[C@H:36]([OH:43])[C@@H:35]([CH2:48][OH:49])[O:34]2)=[CH:3][C:4]=1[CH2:9][C:10]1[CH:15]=[CH:14][C:13]([O:16][CH2:17][CH2:18][O:19][CH2:20][CH:21]([F:23])[F:22])=[CH:12][CH:11]=1 |f:3.4|. Procedure details: To a cold (−60° C.) solution of 4-bromo-1-chloro-2-(4-(2-(2,2-difluoroethoxy)ethoxy)benzyl)benzene (4 g, 9.9 mmol) in dry THF/toluene (2:1, 18 mL) was slowly added dropwise a solution of n-butyllithium in hexane (2.5 M, 4.7 mL), and the pale yellow solution was stirred for 30 minutes at −60° C. A solution of (3R,4S,5R,6R)-3,4,5-tris(trimethylsilyloxy)-6-((trimethylsilyloxy)methyl)tetrahydro-2H-pyran-2-one (6 g, 12.8 mmol) in toluene (15 mL) was added dropwise at a rate that maintained the temper... Reactants: [BH4-].[Na+] (NaBH4), Cl (HCl), OCC1=C(C(OC1(C)O)=O)C1=CC=CC=C1 (4-hydroxymethyl-5-hydroxy-5-methyl-3-phenyl-2-furanone), OCC1=C(C(OC1(C)O)=O)C1=CC=CC=C1 (4-hydroxymethyl-5-hydroxy-5-methyl-3-phenyl-2-furanone). Solvent: COCCOC (ethylene glycol dimethyl ether), COCCOC (ethylene glycol dimethyl ether). Conditions: time 3 hour. Yields the product OCC1=C(C(OC1C)=O)C1=CC=CC=C1 (4-Hydroxymethyl-5-methyl-3-phenyl-2(5H)-furanone). RXN SMILES: [BH4-].[Na+].[OH:3][CH2:4][C:5]1[C:9](O)([CH3:10])[O:8][C:7](=[O:12])[C:6]=1[C:13]1[CH:18]=[CH:17][CH:16]=[CH:15][CH:14]=1.Cl>COCCOC>[OH:3][CH2:4][C:5]1[CH:9]([CH3:10])[O:8][C:7](=[O:12])[C:6]=1[C:13]1[CH:18]=[CH:17][CH:16]=[CH:15][CH:14]=1 |f:0.1|. Reported procedure: To NaBH4 (147 mg, 3.88 mmol) suspended in anhydrous ethylene glycol dimethyl ether (20 mL) at 0° C. under argon was added 4-hydroxymethyl-5-hydroxy-5-methyl-3-phenyl-2-furanone (Compound 6) in ethylene glycol dimethyl ether (20 mL) dropwise. After stirring for 3 hours the solution was acidified to pH2 with 6N HCl, warmed to ambient temperature and stirred an additional 1 hour. The solution was concentrated to 10 mL volume and the organics were extracted into ethyl acetate. The combined organic f... The product is O=C1N(C(=CC=C1NC(CCC1=CC=CC=C1)=O)C1=CC=CC=C1)CC(=O)NC1C(OC(C1)=O)OCC1=CC=CC=C1 (2-[1,2-Dihydro-2-oxo-6-phenyl-3(3-phenylpropionyl)amino-1-pyridyl]-N-(2-benzyloxy-5-oxotetrahydrofuran-3-yl)acetamide). RXN SMILES: [CH3:1][C:2]1[N:7]([CH2:8][C:9]([NH:11][CH:12]2[CH2:16][C:15](=[O:17])[O:14][CH:13]2[O:18][CH2:19][C:20]2[CH:25]=[CH:24][CH:23]=[CH:22][CH:21]=2)=[O:10])[C:6](=[O:26])[C:5]([NH:27][C:28](=[O:37])[CH2:29][CH2:30][C:31]2[CH:36]=[CH:35][CH:34]=[CH:33][CH:32]=2)=[CH:4][CH:3]=1.[K+].[Br-]>>[O:26]=[C:6]1[C:5]([NH:27][C:28](=[O:37])[CH2:29][CH2:30][C:31]2[CH:32]=[CH:33][CH:34]=[CH:35][CH:36]=2)=[CH:4][CH:3]=[C:2]([C:1]2[CH:5]=[CH:4][CH:3]=[CH:2][CH:1]=2)[N:7]1[CH2:8][C:9]([NH:11][CH:12]1[CH2:16][C:15](=[O:17])[O:14][CH:13]1[O:18][CH2:19][C:20]1[CH:21]=[CH:22][CH:23]=[CH:24][CH:25]=1)=[O:10] |f:1.2|. Procedure: N(3(S)) 2[1,2-Dihydro-6-methyl-2-oxo-3-(3-phenylpropionyl)amino-1-pyridyl]-N-(2-benzyloxy-5-oxotetrahydrofuran-3-yl)acetamide (53e), was obtained (67%) as a mixture of anomers: IR (KBr) 3282, 1774, 1667, 1651, 1596, 1561, 1556, 1498, 1265, 1254, 1236, 1199, 1143; 1H NMR (d6-DMSO) δ 9.17 and 9.15 (1H, 2×s), 8.89 (0.5H, d, J=6.5), 8.73 (0.5H, d, J=7.4), 7.25 (10H, m), 6.13 (1H, t), 5.64 (0.5H, d, J=5.0), 5.45 (0.5H, s), 4.89-4.61 (4.5H, m), 4.26 (0.5H, m), 3.17-2.36 (6H, m), 2.23 and 2.15 (3H, 2s)... The yield is 53.0%. Reactants: CC1=CC=C(C(N1CC(=O)NC1C(OC(C1)=O)OCC1=CC=CC=C1)=O)NC(CCC1=CC=CC=C1)=O (2[1,2-Dihydro-6-methyl-2-oxo-3-(3-phenylpropionyl)amino-1-pyridyl]-N-(2-benzyloxy-5-oxotetrahydrofuran-3-yl)acetamide), [K+].[Br-] (KBr). Reactants: OCCN(C1=C(C#N)C=C(C=C1)[N+](=O)[O-])CCO (2-bis(2-hydroxyethyl)amino-5-nitrobenzonitrile), [Cl-].[NH4+] (ammonium chloride), O (water). The reagents and catalysts are [Fe] (iron). Solvent: C(C)O (ethanol). Reaction conditions: temperature 65 celsius, time 30 minute. The product is NC=1C=CC(=C(C#N)C1)N(CCO)CCO (5-Amino-2-[bis(2-hydroxyethyl)amino]benzonitrile). Yield: 82.6%. As a reaction SMILES: [Cl-].[NH4+].O.[OH:4][CH2:5][CH2:6][N:7]([CH2:19][CH2:20][OH:21])[C:8]1[CH:15]=[CH:14][C:13]([N+:16]([O-])=O)=[CH:12][C:9]=1[C:10]#[N:11]>[Fe].C(O)C>[NH2:16][C:13]1[CH:14]=[CH:15][C:8]([N:7]([CH2:19][CH2:20][OH:21])[CH2:6][CH2:5][OH:4])=[C:9]([CH:12]=1)[C:10]#[N:11] |f:0.1|. Procedure details: Subsequently, ammonium chloride (0.9 g) and iron powder (4.5 g) were added to a mixed solvent of water (10 ml) and ethanol (30 ml), and the mixture was heated to 65° C. Then, 2-bis(2-hydroxyethyl)amino-5-nitrobenzonitrile (11 g) was added in parts over 20 min and the mixture was stirred at a refluxing temperature for 30 min. The reaction mixture was ice-cooled and filtrated. The solvent was evaporated under reduced pressure. To the residue was added aqueous sodium hydroxide ice solution and the ... The solvent is CO (methanol). Reaction conditions: temperature 0 celsius. Reactants: C(C)(C)(C)OC(=O)NCC=1C=NC(=CC1)CN1CCCCC1 (3-(tert-butoxycarbonylamino-methyl)-6-(piperidin-1-ylmethyl)-pyridine), Cl (hydrogen chloride). As a reaction SMILES: C(OC([NH:8][CH2:9][C:10]1[CH:11]=[N:12][C:13]([CH2:16][N:17]2[CH2:22][CH2:21][CH2:20][CH2:19][CH2:18]2)=[CH:14][CH:15]=1)=O)(C)(C)C.Cl>CO>[NH2:8][CH2:9][C:10]1[CH:15]=[CH:14][C:13]([CH2:16][N:17]2[CH2:22][CH2:21][CH2:20][CH2:19][CH2:18]2)=[N:12][CH:11]=1. Isolated yield 97.1%. Procedure: Dissolve 3-(tert-butoxycarbonylamino-methyl)-6-(piperidin-1-ylmethyl)-pyridine (540 mg, 1.76 mmol) in methanol (10 mL) and cool to 0° C. Bubble hydrogen chloride through the vigorously stirred solution for 30 min. Concentrate in vacuo. Partition the residue between 3N aqueous NaOH (10 mL) and DCM (20 mL). Separate the two layers and extract the aqueous layer with DCM (2×20 mL). Wash the combined organic extracts with brine (20 mL). Dry over Na2SO4, filter and concentrate in vacuo to obtain the d... Product: NCC=1C=CC(=NC1)CN1CCCCC1 (5-Aminomethyl-2-(piperidin-1-ylmethyl)-pyridine).